This data is from the Open Reaction Database (ORD), a public repository of structured organic reaction records. The task is: describe an organic reaction: reactants, conditions, products, and yield Reactants: C(C)OC(CC1(C(CCC2=CC=C(C=C12)OCC1=CC=CC=C1)=O)CC=C)=O (ethyl-1-allyl-7-benzyloxy-2-oxo-1,2,3,4-tetrahydro-1-naphthaleneacetate), CN (methylamine), ethanol-dioxane. Run at time 3 day. Product: C(C=C)C12CC(N(C2(CCC2=C1C=C(C=C2)OCC2=CC=CC=C2)O)C)=O (9b-Allyl-8-benzyloxy-3a-hydroxy-3-methyl-2-oxo-2,3,3a,4,5,9b-hexahydro-1H-benz[e]indole). As a reaction SMILES: C([O:3][C:4](=O)[CH2:5][C:6]1([CH2:25][CH:26]=[CH2:27])[C:15]2[C:10](=[CH:11][CH:12]=[C:13]([O:16][CH2:17][C:18]3[CH:23]=[CH:22][CH:21]=[CH:20][CH:19]=3)[CH:14]=2)[CH2:9][CH2:8][C:7]1=[O:24])C.[CH3:29][NH2:30]>>[CH2:25]([C:6]12[C:15]3[CH:14]=[C:13]([O:16][CH2:17][C:18]4[CH:23]=[CH:22][CH:21]=[CH:20][CH:19]=4)[CH:12]=[CH:11][C:10]=3[CH2:9][CH2:8][C:7]1([OH:24])[N:30]([CH3:29])[C:4](=[O:3])[CH2:5]2)[CH:26]=[CH2:27]. Reported procedure: A mixture of 6.30 g (167 mmol) ethyl-1-allyl-7-benzyloxy-2-oxo-1,2,3,4-tetrahydro-1-naphthaleneacetate (IXc), 31.0 g methylamine and 200 ml 1:1 ethanol-dioxane was stirred at room temperature for 3 days. The reaction mixture was concentrated by evaporation of the solvent (35°-40° C.) to half the volume and diluted with 200 ml ether to provide a crystalline product which was collected to give 51.0 g (86%) Xc, m.p. 188°-190°; IR (Nujol), 3250, (broad), 1665, 1615, 1505 cm-1.